Dataset: the Open Reaction Database (ORD), a public repository of structured organic reaction records. Task: describe an organic reaction: reactants, conditions, products, and yield Reactants: O=C1CNCC=2C=C(C=C3C=CN1C23)C2=CC=C(C=O)C=C2 (4-(1-oxo-1,2,3,4-tetrahydro-[1,4]diazepino[6,7,1-hi]indol-6-yl)-benzaldehyde), CN (methylamine), C19H19N3O. Yields the product CNCC1=CC=C(C=C1)C=1C=C2C=CN3C2=C(C1)CNCC3=O (6-(4-Methylaminomethyl-phenyl)-3,4-dihydro-2H-[1,4]diazepino[6,7,1-hi]indol-1-one). Yield: 71.0%. As a reaction SMILES: [O:1]=[C:2]1[N:13]2[C:14]3[C:10]([CH:11]=[CH:12]2)=[CH:9][C:8]([C:15]2[CH:22]=[CH:21][C:18]([CH:19]=O)=[CH:17][CH:16]=2)=[CH:7][C:6]=3[CH2:5][NH:4][CH2:3]1.[CH3:23][NH2:24]>>[CH3:23][NH:24][CH2:19][C:18]1[CH:17]=[CH:16][C:15]([C:8]2[CH:9]=[C:10]3[C:14]4=[C:6]([CH2:5][NH:4][CH2:3][C:2](=[O:1])[N:13]4[CH:12]=[CH:11]3)[CH:7]=2)=[CH:22][CH:21]=1. Procedure details: Using the reductive amination procedure described in Example 82, the title compound was synthesized from 4-(1-oxo-1,2,3,4-tetrahydro-[1,4]diazepino[6,7,1-hi]indol-6-yl)-benzaldehyde and methylamine in 71% yield as a pale-yellow solid: mp 178-180° C.; 1H NMR (DMSO-d6) δ 2.29 (s, 3H), 3.48 (br s, 2H), 3.70 (s, 2H), 4.30-4.33 (m, 2H), 6.68 (s, 1H), 7.16 (t, 1H, J=9.0 Hz), 7.45 (d, 2H, J=6.0 Hz), 7.55 (d, 2H, J=6.0 Hz), 7.77 (d, 1H, J=9.0 Hz), 7.80 (d, 1H, J=9.0 Hz), 8.36 (t, 1H, J=6.0 Hz). HRMS cal... Reactants: C1(=CC=CC=C1)S (Thio phenol), ClCC(=O)N1CCN(CC1)S(=O)(=O)C1=CC2=CC=CC=C2C=C1 (2-chloro-1-(4-(naphthalen-2-ylsulfonyl)piperazin-1-yl)ethanone), ClCC(=O)N1CCN(CC1)S(=O)(=O)C1=CC2=CC=CC=C2C=C1 (2-chloro-1-(4-(naphthalen-2-ylsulfonyl)piperazin-1-yl)ethanone), C([O-])([O-])=O.[K+].[K+] (potassium carbonate), O (water). Run in C(C)#N (acetonitrile). Yields the product C1=C(C=CC2=CC=CC=C12)S(=O)(=O)N1CCN(CC1)C(CSC1=CC=C(C=C1)C)=O (1-(4-(Naphthalen-2-ylsulfonyl)piperazin-1-yl)-2-(p-tolylthio)ethanone). RXN SMILES: [C:1]1([SH:7])[CH:6]=[CH:5][CH:4]=[CH:3][CH:2]=1.Cl[CH2:9][C:10]([N:12]1[CH2:17][CH2:16][N:15]([S:18]([C:21]2[CH:30]=[CH:29][C:28]3[C:23](=[CH:24][CH:25]=[CH:26][CH:27]=3)[CH:22]=2)(=[O:20])=[O:19])[CH2:14][CH2:13]1)=[O:11].[C:31](=O)([O-])[O-].[K+].[K+].O>C(#N)C>[CH:22]1[C:23]2[C:28](=[CH:27][CH:26]=[CH:25][CH:24]=2)[CH:29]=[CH:30][C:21]=1[S:18]([N:15]1[CH2:16][CH2:17][N:12]([C:10](=[O:11])[CH2:9][S:7][C:1]2[CH:6]=[CH:5][C:4]([CH3:31])=[CH:3][CH:2]=2)[CH2:13][CH2:14]1)(=[O:20])=[O:19] |f:2.3.4|. Reported procedure: Thio phenol (100 mg, 0.85 mmol), 2-chloro-1-(4-(naphthalen-2-ylsulfonyl)piperazin-1-yl)ethanone (compound 5, 0.3 g, 0.85 mmol) and anhydrous potassium carbonate (0.293 g, 2.125 mmol) were stirred for over night in dry acetonitrile (20 mL). The mixture was then stirred into a large volume of water and the solution extracted with ether. Unreacted phenol was removed with cold 1N NaOH solution. The ether extract was dried over anhydrous sodium sulphate, filtered and concentrated under reduced pressu... Starting materials: CCN=C=NCCCN(C)C, CS(=O)(=O)C1CCNCC1, O=C(O)Cn1nc(-c2ccncc2)cc1Cc1ccc(F)cc1, On1nnc2ccccc21. Product: CS(=O)(=O)C1CCN(C(=O)Cn2nc(-c3ccncc3)cc2Cc2ccc(F)cc2)CC1. RXN SMILES: [CH3:34][CH2:35][N:36]=[C:37]=[N:38][CH2:39][CH2:40][CH2:41][N:42]([CH3:43])[CH3:44].[CH3:45][S:46](=[O:47])(=[O:48])[CH:49]1[CH2:50][CH2:51][NH:52][CH2:53][CH2:54]1.[F:1][c:2]1[cH:3][cH:4][c:5]([CH2:6][c:7]2[cH:8][c:9](-[c:16]3[cH:17][cH:18][n:19][cH:20][cH:21]3)[n:10][n:11]2[CH2:12][C:13](=[O:14])[OH:15])[cH:22][cH:23]1.[OH:24][n:25]1[c:26]2[c:27]([cH:28][cH:29][cH:30][cH:31]2)[n:32][n:33]1>>[F:1][c:2]1[cH:3][cH:4][c:5]([CH2:6][c:7]2[cH:8][c:9](-[c:16]3[cH:17][cH:18][n:19][cH:20][cH:21]3)[n:10][n:11]2[CH2:12][C:13](=[O:15])[N:52]2[CH2:51][CH2:50][CH:49]([S:46]([CH3:45])(=[O:47])=[O:48])[CH2:54][CH2:53]2)[cH:22][cH:23]1. The reactants are succinates, CC(=O)[C@H]1CC[C@@H]2[C@@]1(CC[C@H]3[C@H]2CC=C4[C@@]3(CC[C@@H](C4)O)C)C (pregnenolone), O[C@@H]1[C@]2(C)[C@@H](CC1)[C@@H]1CC[C@H]3CC(CC[C@]3(C)[C@H]1CC2)=O (17β-hydroxy-5α-androstan-3-one). Yields the product O[C@H]1[C@@H]2[C@]3(CCC(C=C3CC[C@H]2[C@@H]2CC[C@@H]([C@@]2(C)C1)O)=O)C (11α,17β-dihydroxyandrost-4-en-3-one). Reaction SMILES: CC([C@@H]1[C@@]2(C)CC[C@@H]3[C@@]4(C)CC[C@H](O)CC4=CC[C@H]3[C@@H]2CC1)=[O:3].[OH:24][C@H:25]1[CH2:30][CH2:29][C@H:28]2[C@H:31]3[C@H:41]([CH2:42][CH2:43][C@:26]12[CH3:27])[C@:39]1([CH3:40])[C@H:34]([CH2:35][C:36](=[O:44])[CH2:37][CH2:38]1)[CH2:33][CH2:32]3>>[OH:3][C@@H:42]1[CH2:43][C@@:26]2([CH3:27])[C@@H:28]([CH2:29][CH2:30][C@@H:25]2[OH:24])[C@H:31]2[C@H:41]1[C@:39]1([CH3:40])[C:34]([CH2:33][CH2:32]2)=[CH:35][C:36](=[O:44])[CH2:37][CH2:38]1. Procedure details: Using this method, 11α acid succinates of pregnenolone and 17β-hydroxy-5α-androstan-3-one were prepared. The reactants are Cl (hydrochloric acid), C(C)(=O)Cl (acetyl chloride), [Cl-].[Al+3].[Cl-].[Cl-] (aluminum chloride), C(C)OC(=O)C1OC2=C(N(C1)C)C=CC=C2 (2-ethoxycarbonyl-4-methyl-3,4-dihydro-2H-1,4-benzoxazine). The solvent is ClCCl (dichloromethane). Run at time 1 hour. Yields the product C(C)(=O)C=1C=CC2=C(N(CC(O2)C(=O)OCC)C)C1 (6-Acetyl-2-ethoxycarbonyl-4-methyl-3,4-dihydro-2H-1,4-benzoxazine). As a reaction SMILES: [C:1](Cl)(=[O:3])[CH3:2].[Cl-].[Al+3].[Cl-].[Cl-].[CH2:9]([O:11][C:12]([CH:14]1[CH2:19][N:18]([CH3:20])[C:17]2[CH:21]=[CH:22][CH:23]=[CH:24][C:16]=2[O:15]1)=[O:13])[CH3:10].Cl>ClCCl>[C:1]([C:22]1[CH:23]=[CH:24][C:16]2[O:15][CH:14]([C:12]([O:11][CH2:9][CH3:10])=[O:13])[CH2:19][N:18]([CH3:20])[C:17]=2[CH:21]=1)(=[O:3])[CH3:2] |f:1.2.3.4|. Procedure details: 1.6 mmol (0.1 ml) of acetyl chloride and 4 mmol (545 mg) of aluminum chloride are added to a solution of 1.6 mmol (355 mg) of 2-ethoxycarbonyl-4-methyl-3,4-dihydro-2H-1,4-benzoxazine (described in J. Heterocyclic Chem., 1985, 22, 177) in 18 ml of dichloromethane at -10° C. The reaction mixture is stirred at room temperature for 1 hour before being hydrolysed by a cooled aqueous solution of 2 M hydrochloric acid. The mixture is extracted with dichloromethane and the organic phase is washed with a...